describe an organic reaction: reactants, conditions, products, and yield From a dataset of the Open Reaction Database (ORD), a public repository of structured organic reaction records. Starting materials: O (water), C(C1=CC=CC=C1)N1C(CC(C1)C(=O)O)=O (N-benzyl-pyrrolidin-2-one-4-carboxylic acid), S(=O)(Cl)Cl (thionyl chloride), [Al+3].[Cl-].[Cl-].[Cl-] (AlCl3), C1=CC=CC=C1 (benzene). Reagents/catalysts: N1=CC=CC=C1 (pyridine). Run in CCOCC (ether), CC(=O)C (Acetone). Reaction conditions: temperature 67.5 celsius, time 5 minute. The product is C1CC(N2CC=3C=CC=CC3C(C21)=O)=O (1,2,3,5,10,10a-hexahydropyrrolo[1,2-b]isoquinolin-3,10-dione). As a reaction SMILES: [CH2:1]([N:8]1[CH2:12][CH:11](C(O)=O)[CH2:10][C:9]1=[O:16])[C:2]1[CH:7]=[CH:6][CH:5]=[CH:4][CH:3]=1.S(Cl)(Cl)=O.[Al+3].[Cl-].[Cl-].[Cl-].[OH2:25].[CH:26]1C=CC=CC=1>N1C=CC=CC=1.CCOCC.CC(C)=O>[CH2:11]1[CH:12]2[N:8]([CH2:1][C:2]3[CH:3]=[CH:4][CH:5]=[CH:6][C:7]=3[C:26]2=[O:25])[C:9](=[O:16])[CH2:10]1 |f:2.3.4.5|. Reported procedure: A mixture of N-benzyl-pyrrolidin-2-one-4-carboxylic acid (3.7 mmol, 860 mg), thionyl chloride (8 mL) and pyridine (1 drop) was heated at 65-70° C. for 20 min. The pale yellow solution was evaporated in vacuo. The resulting acid chloride was dissolved in benzene (16 mL) and added within 30 min to a suspension of AlCl3 (122 mmol, 16.3 g) in benzene (40 mL). The suspension was heated at 55° C. for 30 min and then at 65° C. for 5 min. The mixture was then cooled and hydrolyzed with a minimum amount ...